From a dataset of the Open Reaction Database (ORD), a public repository of structured organic reaction records. describe an organic reaction: reactants, conditions, products, and yield Reactants: C(CC(O)(C(=O)O)CC(=O)O)(=O)O (citric acid), C1C(OCO1)CO (glycerol formal), CS(=O)(=O)C=1C=CC(=CC1)[C@H]([C@@H](CF)NC(=O)C(Cl)Cl)O (florfenicol), CC1=C(C=CC=C1NC2=C(C=CC=N2)C(=O)O)C(F)(F)F.CNC[C@@H]([C@H]([C@@H]([C@@H](CO)O)O)O)O (flunixin meglumine), C1C(OCO1)CO (glycerol formal), PEG 300, C(C(C)O)O (propylene glycol), PEG 300. Run in CN1CCCC1=O (NMP), CC(=O)N(C)C (dimethylacetamide). Product: CS(=O)(=O)C=1C=CC(=CC1)[C@H]([C@@H](CF)NC(=O)C(Cl)Cl)O.CC1=C(C=CC=C1NC2=C(C=CC=N2)C(=O)O)C(F)(F)F (Florfenicol Flunixin). As a reaction SMILES: C(O)(=O)CC(CC(O)=O)(C(O)=O)O.C(O)C(O)C.C1OCOC1CO.[CH3:26][S:27]([C:30]1[CH:31]=[CH:32][C:33]([C@@H:36]([OH:46])[C@H:37]([NH:40][C:41]([CH:43]([Cl:45])[Cl:44])=[O:42])[CH2:38][F:39])=[CH:34][CH:35]=1)(=[O:29])=[O:28].[CH3:47][C:48]1[C:53]([NH:54][C:55]2[N:60]=[CH:59][CH:58]=[CH:57][C:56]=2[C:61]([OH:63])=[O:62])=[CH:52][CH:51]=[CH:50][C:49]=1[C:64]([F:67])([F:66])[F:65].CNC[C@H](O)[C@@H](O)[C@H](O)[C@H](O)CO>CC(N(C)C)=O.CN1C(=O)CCC1>[CH3:26][S:27]([C:30]1[CH:31]=[CH:32][C:33]([C@@H:36]([OH:46])[C@H:37]([NH:40][C:41]([CH:43]([Cl:45])[Cl:44])=[O:42])[CH2:38][F:39])=[CH:34][CH:35]=1)(=[O:29])=[O:28].[CH3:47][C:48]1[C:53]([NH:54][C:55]2[N:60]=[CH:59][CH:58]=[CH:57][C:56]=2[C:61]([OH:63])=[O:62])=[CH:52][CH:51]=[CH:50][C:49]=1[C:64]([F:66])([F:65])[F:67] |f:4.5,8.9|. Procedure details: The NMP or dimethylacetamide, citric acid, propylene glycol, and approximately 90% of the PEG 300 or glycerol formal required for each formulation were charged to the compounding vessel and mixed well. The florfenicol and flunixin meglumine were added with mixing until all solids were dissolved. The volume was adjusted with the remaining PEG 300 or glycerol formal. Starting materials: C([O-])([O-])=O.[Na+].[Na+] (sodium carbonate), [Cu]C#N (copper (I) cyanide), [C-]#N.[K+] (potassium cyanide), COC(=O)C=1N=CC=2NC3=CC=C(C=C3C2C1)OC1=NC=C(C=C1)N (6-(5-Amino-2-pyridyloxy)-β-carboline 3-carboxylic Acid Methyl Ester), NaN2. The solvent is O (water), O (water), Cl (hydrochloric acid), O (water). Yields the product COC(=O)C=1N=CC=2NC3=CC=C(C=C3C2C1)OC1=NC=C(C=C1)C#N (6-(5-Cyano-2-pyridyloxy)-β-carboline-3-carboxylic Acid Methyl Ester). As a reaction SMILES: [CH3:1][O:2][C:3]([C:5]1[N:6]=[CH:7][C:8]2[NH:9][C:10]3[C:15]([C:16]=2[CH:17]=1)=[CH:14][C:13]([O:18][C:19]1[CH:24]=[CH:23][C:22](N)=[CH:21][N:20]=1)=[CH:12][CH:11]=3)=[O:4].C(=O)([O-])[O-].[Na+].[Na+].[Cu][C:33]#[N:34].[C-]#N.[K+]>O.Cl>[CH3:1][O:2][C:3]([C:5]1[N:6]=[CH:7][C:8]2[NH:9][C:10]3[C:15]([C:16]=2[CH:17]=1)=[CH:14][C:13]([O:18][C:19]1[CH:24]=[CH:23][C:22]([C:33]#[N:34])=[CH:21][N:20]=1)=[CH:12][CH:11]=3)=[O:4] |f:1.2.3,5.6|. Procedure details: A suspension of 1.7 g of amino derivative (Example 24) in 10 ml of water and 2.5 ml of hydrochloric acid (37%) is combined dropwise at -5° C. with a solution of 0.4 g of NaN2 in 1.5 ml of water, then stirred for another hour at 0°-5° C. By adding sodium carbonate, solution is then adjusted to pH 5.5-6 and poured into a mixture, preheated to about 60° C., of 0.5 g of copper (I) cyanide and 1.6 g of potassium cyanide in 10 ml of water. After the reaction is completed, the cooled-off solution is ex...